From a dataset of the Open Reaction Database (ORD), a public repository of structured organic reaction records. describe an organic reaction: reactants, conditions, products, and yield The reactants are Cl.C1(CCCC1)NN (Cyclopentylhydrazine hydrochloride), C[O-].[Na+] (sodium methoxide), C(C)OC(CC)=C(C#N)C#N ((1-Ethoxypropylidene)malononitrile). Run in C(C)O (ethanol). Conditions: time 2.5 hour. Yields the product C1(CCCC1)N1N=C(C(=C1N)C#N)CC (1-cyclopentyl-3-ethyl-5-amino-1H-pyrazole-4-carbonitrile). The yield is 70.0%. Reaction SMILES: Cl.[CH:2]1([NH:7][NH2:8])[CH2:6][CH2:5][CH2:4][CH2:3]1.C[O-].[Na+].C(O[C:15](=[C:18]([C:21]#[N:22])[C:19]#[N:20])[CH2:16][CH3:17])C>C(O)C>[CH:2]1([N:7]2[C:21]([NH2:22])=[C:18]([C:19]#[N:20])[C:15]([CH2:16][CH3:17])=[N:8]2)[CH2:6][CH2:5][CH2:4][CH2:3]1 |f:0.1,2.3|. Procedure: Cyclopentylhydrazine hydrochloride (20.9 g, 0.1 moles), 97% sodium methoxide (5.6 g, 0.1 moles) and ethanol (100 ml) were combined and stirred at room temperature under argon for 2.5 hours. (1-Ethoxypropylidene)malononitrile was added to the reaction mixture and the mixture was refluxed for 21 hours. The reaction mixture was cooled and the solvent was removed in vacuo. The residue was treated with water (150 ml) and the obtained precipitate was collected by filtration, washed with water and drie... Isolated yield 44.1%. The product is [Cl-].O(C1=CC=CC=C1)C=1C=C(C=CC1)C[P+](C1=CC=CC=C1)(C1=CC=CC=C1)C1=CC=CC=C1 (3-phenoxyphenylmethyltriphenylphosphonium chloride). RXN SMILES: [O:1]([C:8]1[CH:9]=[C:10]([CH2:14][Cl:15])[CH:11]=[CH:12][CH:13]=1)[C:2]1[CH:7]=[CH:6][CH:5]=[CH:4][CH:3]=1.[C:16]1([P:22]([C:29]2[CH:34]=[CH:33][CH:32]=[CH:31][CH:30]=2)[C:23]2[CH:28]=[CH:27][CH:26]=[CH:25][CH:24]=2)[CH:21]=[CH:20][CH:19]=[CH:18][CH:17]=1>C1(C)C=CC=CC=1>[Cl-:15].[O:1]([C:8]1[CH:9]=[C:10]([CH2:14][P+:22]([C:23]2[CH:24]=[CH:25][CH:26]=[CH:27][CH:28]=2)([C:29]2[CH:34]=[CH:33][CH:32]=[CH:31][CH:30]=2)[C:16]2[CH:17]=[CH:18][CH:19]=[CH:20][CH:21]=2)[CH:11]=[CH:12][CH:13]=1)[C:2]1[CH:7]=[CH:6][CH:5]=[CH:4][CH:3]=1 |f:3.4|. Run in C1(=CC=CC=C1)C (toluene). Reactants: O(C1=CC=CC=C1)C=1C=C(C=CC1)CCl (3-phenoxyphenylmethyl chloride), C1(=CC=CC=C1)P(C1=CC=CC=C1)C1=CC=CC=C1 (triphenyl phosphine). Procedure details: A stirred solution of 5.0 grams (0.0228 mole) of 3-phenoxyphenylmethyl chloride and 5.6 grams (0.0217 mole) of triphenyl phosphine in 50 mL of dry toluene was heated at reflux for 8 hours. The reaction mixture was cooled and filtered to collect a solid. The solid was washed with pentane and dried, yielding 4.6 grams of 3-phenoxyphenylmethyltriphenylphosphonium chloride. The nmr spectrum was consistent with the proposed structure.